Dataset: the Open Reaction Database (ORD), a public repository of structured organic reaction records. Task: describe an organic reaction: reactants, conditions, products, and yield The reactants are C(#N)C1=CC=C(C=C1)N1C(OC(C1)C(=O)N[C@@H](C(=O)OC(C)(C)C)CC1=CC=CC=C1)=O (tert-butyl (2R)-2-[3-(4-cyanophenyl)-2-oxo-5-oxazolidinylcarbonylamino]-3-phenylpropionate), N1=CC=CC=C1 (pyridine), S (H2S). The solvent is C(C)N(CC)CC (triethylamine). Conditions: time 24 hour. The product is C(N)(=S)C1=CC=C(C=C1)N1C(OC(C1)C(=O)N[C@@H](C(=O)OC(C)(C)C)CC1=CC=CC=C1)=O (tert-butyl (2R)-2-[3-(4-thiocarbamoylphenyl)-2-oxo-5-oxazolidinylcarbonylamino]-3-phenylpropionate). As a reaction SMILES: [C:1]([C:3]1[CH:8]=[CH:7][C:6]([N:9]2[CH2:13][CH:12]([C:14]([NH:16][C@H:17]([CH2:25][C:26]3[CH:31]=[CH:30][CH:29]=[CH:28][CH:27]=3)[C:18]([O:20][C:21]([CH3:24])([CH3:23])[CH3:22])=[O:19])=[O:15])[O:11][C:10]2=[O:32])=[CH:5][CH:4]=1)#[N:2].N1C=CC=CC=1.[SH2:39]>C(N(CC)CC)C>[C:1]([C:3]1[CH:8]=[CH:7][C:6]([N:9]2[CH2:13][CH:12]([C:14]([NH:16][C@H:17]([CH2:25][C:26]3[CH:27]=[CH:28][CH:29]=[CH:30][CH:31]=3)[C:18]([O:20][C:21]([CH3:22])([CH3:24])[CH3:23])=[O:19])=[O:15])[O:11][C:10]2=[O:32])=[CH:5][CH:4]=1)(=[S:39])[NH2:2]. Procedure: 2.6 g of tert-butyl (2R)-2-[3-(4-cyanophenyl)-2-oxo-5-oxazolidinylcarbonylamino]-3-phenylpropionate [obtainable according to Example 8] are dissolved in a solvent mixture consisting of 30 ml of pyridine and 5 ml of triethylamine and the mixture is stirred for 1.5 h with ice cooling, with H2S gas being passed in continuously during this phase. The reaction mixture is subsequently stirred at room temperature for 24 h. Concentration by evaporation and customary workup give tert-butyl (2R)-2-[3-(4-t... Starting materials: NC1=NC(=C2N=CN(C2=N1)[C@H]1[C@](O)([C@](O)([C@H](O1)COC(C)=O)C(C)=O)C(C)=O)Cl (2-amino-6-chloro-9-(2,3,5-O-triacetyl-β-D-ribofuranosyl)-9H-purine), N (ammonia). The product is NC=1N=C(C=2N=CN([C@H]3[C@H](O)[C@H](O)[C@@H](CO)O3)C2N1)N (2-aminoadenosine). RXN SMILES: [NH2:1][C:2]1[N:10]=[C:9]2[C:5]([N:6]=[CH:7][N:8]2[C@@H:11]2[O:17][C@H:16]([CH2:18][O:19]C(=O)C)[C@@:14](C(=O)C)([OH:15])[C@@:12]2(C(=O)C)[OH:13])=[C:4](Cl)[N:3]=1.[NH3:30]>>[NH2:1][C:2]1[N:3]=[C:4]([NH2:30])[C:5]2[N:6]=[CH:7][N:8]([C:9]=2[N:10]=1)[C@@H:11]1[O:17][C@H:16]([CH2:18][OH:19])[C@@H:14]([OH:15])[C@H:12]1[OH:13]. Reported procedure: The 6-position of 2-amino-6-chloro-9-(2,3,5-O-triacetyl-β-D-ribofuranosyl)-9H-purine was aminated by ammonia to give 2-aminoadenosine. In the same manner as Example 1 [METHOD 1], 2-aminoadenosine was methylated to give 2-amino-2'-O-methyladenosine (Compound 30) and 2-amino-3'-O-methyladenosine (Compound 31). Reactants: S(=O)(Cl)Cl (Thionyl chloride), C(C1=CC=CC=C1)OC(=O)N[C@H](C)C1=C(C=C(C(=O)O)C=C1)Cl ((R)-4-(1-benzyloxycarbonylaminoethyl)-3-chlorobenzoic acid). The reagents and catalysts are CN(C=O)C (dimethylformamide). Run in ClCCl (dichloromethane). Run at time 4 hour. Yields the product C(C1=CC=CC=C1)OC(=O)N[C@H](C)C1=C(C=C(C(=O)Cl)C=C1)Cl ((R)-4-(1-benzyloxycarbonylaminoethyl)-3-chlorobenzoyl chloride). Reaction SMILES: S(Cl)([Cl:3])=O.[CH2:5]([O:12][C:13]([NH:15][C@@H:16]([C:18]1[CH:26]=[CH:25][C:21]([C:22](O)=[O:23])=[CH:20][C:19]=1[Cl:27])[CH3:17])=[O:14])[C:6]1[CH:11]=[CH:10][CH:9]=[CH:8][CH:7]=1>CN(C)C=O.ClCCl>[CH2:5]([O:12][C:13]([NH:15][C@@H:16]([C:18]1[CH:26]=[CH:25][C:21]([C:22]([Cl:3])=[O:23])=[CH:20][C:19]=1[Cl:27])[CH3:17])=[O:14])[C:6]1[CH:11]=[CH:10][CH:9]=[CH:8][CH:7]=1. Reported procedure: Thionyl chloride (5 ml) and dimethylformamide (1 drop) were added to a solution of (R)-4-(1-benzyloxycarbonylaminoethyl)-3-chlorobenzoic acid (680 mg) in dichloromethane (7 ml), and the-mixture was stirred at room temperature for 4 hours. After the reaction, the solvent was evaporated under reduced pressure to give (R)-4-(1-benzyloxycarbonylaminoethyl)-3-chlorobenzoyl chloride as crystals. Then, the crystals were dissolved in dichloromethane (12 ml). The solution was dropwise added to a solution... Reactants: Cc1ccccc1C(=O)c1ccc(Nc2ccccc2OC(C)(C)C)cc1Cl, ClCCl, OC(F)(F)CF, [Na+], O=C([O-])O, O=C(O)C(F)(F)F. The product is Cc1ccccc1C(=O)c1ccc(Nc2ccccc2O)cc1Cl. RXN SMILES: [C:1]([CH3:2])([CH3:3])([CH3:4])[O:5][c:6]1[c:7]([NH:12][c:13]2[cH:14][c:15]([Cl:28])[c:16]([C:17](=[O:18])[c:19]3[c:20]([CH3:25])[cH:21][cH:22][cH:23][cH:24]3)[cH:26][cH:27]2)[cH:8][cH:9][cH:10][cH:11]1.[Cl:41][CH2:42][Cl:43].[F:44][CH2:45][C:46]([F:47])([F:48])[OH:49].[Na+:40].[O-:36][C:37]([OH:38])=[O:39].[OH:29][C:30]([C:31]([F:32])([F:33])[F:34])=[O:35]>>[OH:5][c:6]1[c:7]([NH:12][c:13]2[cH:14][c:15]([Cl:28])[c:16]([C:17](=[O:18])[c:19]3[c:20]([CH3:25])[cH:21][cH:22][cH:23][cH:24]3)[cH:26][cH:27]2)[cH:8][cH:9][cH:10][cH:11]1. Reactants: aqueous solution, [F-].[K+] (potassium fluoride), C(CCC)C(=C(CCCC)CCCC)[Sn] (tributylvinyltin), BrC=1C(=NC(=NC1)Cl)NC ((5-bromo-2-chloro-pyrimidin-4-yl)-methylamine), tris(dibenzylidineacetone)dipalladium(0), O1C(=CC=C1)P(C=1OC=CC1)C=1OC=CC1 (tri-2-furylphosphine). Solvent: C(C)OCC (diethyl ether), CN(C)C=O (DMF). Conditions: time 20 minute. The product is ClC1=NC=C(C(=N1)NC)C=C ((2-chloro-5-vinyl-pyrimidin-4-yl)-methylamine). The yield is 469.9%. Reaction SMILES: Br[C:2]1[C:3]([NH:9][CH3:10])=[N:4][C:5]([Cl:8])=[N:6][CH:7]=1.O1C=C[CH:13]=[C:12]1P(C1OC=CC=1)C1OC=CC=1.C(C([Sn])=C(CCCC)CCCC)CCC.[F-].[K+]>CN(C=O)C.C(OCC)C>[Cl:8][C:5]1[N:4]=[C:3]([NH:9][CH3:10])[C:2]([CH:12]=[CH2:13])=[CH:7][N:6]=1 |f:3.4,^1:28|. Procedure: A mixture of (5-bromo-2-chloro-pyrimidin-4-yl)-methylamine (3.75 g, 16.9 mmol), tris(dibenzylidineacetone)dipalladium(0) (388 mg, 0.4 mmol), and tri-2-furylphosphine (777 mg, 3.3 mmol) in DMF is stirred for 20 minutes at room temperature and then tributylvinyltin (5.93 mL, 20.3 mmol) is added. After stirring for 16 hours at about 65° C., the reaction mixture is cooled to room temperature and stirred with a 10% aqueous solution of potassium fluoride (800 mL) and diethyl ether (600 mL) for 1 hour ... Starting materials: C(C)N1C=C(C(C=2C=C3C(=NC12)C(C(O3)(C(=O)OCC)C(=O)OCC)O)=O)C(=O)OCC (triethyl 5-ethyl-3-hydroxy-8-oxo-2,3,5,8-tetrahydrofuro[3,2-b]-1,8-naphthyridine-2,2,7-tricarboxylate), ice water. The solvent is S(O)(O)(=O)=O (sulfuric acid). Reaction conditions: temperature 100 celsius, time 2 hour. Yields the product C(C)N1C=C(C(C=2C=C3C(=NC12)C=C(O3)C(=O)O)=O)C(=O)O (5,8-dihydro-5-ethyl-8-oxofuro-[3,2-b]-1,8-naphthyridine-2,7-dicarboxylic acid). Isolated yield 77.4%. Reaction SMILES: [CH2:1]([N:3]1[C:12]2[N:11]=[C:10]3[CH:13](O)[C:14](C(OCC)=O)([C:16]([O:18]CC)=[O:17])[O:15][C:9]3=[CH:8][C:7]=2[C:6](=[O:27])[C:5]([C:28]([O:30]CC)=[O:29])=[CH:4]1)[CH3:2]>S(=O)(=O)(O)O>[CH2:1]([N:3]1[C:12]2[N:11]=[C:10]3[CH:13]=[C:14]([C:16]([OH:18])=[O:17])[O:15][C:9]3=[CH:8][C:7]=2[C:6](=[O:27])[C:5]([C:28]([OH:30])=[O:29])=[CH:4]1)[CH3:2]. Procedure: 5.0 g of triethyl 5-ethyl-3-hydroxy-8-oxo-2,3,5,8-tetrahydrofuro[3,2-b]-1,8-naphthyridine-2,2,7-tricarboxylate was added to 80 ml of 20% sulfuric acid and stirred at 100° C. for 2 hours. After allowing it to cool, the reaction solution was poured into ice water. The precipitated crystals were collected by filtration and recrystallized from dimethylformamide to obtain 2.61 g of 5,8-dihydro-5-ethyl-8-oxofuro-[3,2-b]-1,8-naphthyridine-2,7-dicarboxylic acid (Compound X where R1 =C2H5), m.p. >300° C. The reactants are C(=O)NCC(CCCI)(C1=CC=CC=C1)C1=CC=CC=C1 (5-formylamino-1-iodo-4,4-diphenylpentane), C1(C=2C(C(N1)=O)=CC=CC2)=O.[K] (potassium phthalimide). The solvent is ice water, CN(C)C=O (DMF). Product: C(=O)NCC(CCCN1C(C=2C(C1=O)=CC=CC2)=O)(C2=CC=CC=C2)C2=CC=CC=C2 (N-(5-Formylamino-4,4-diphenylpentyl)phthalimide). Isolated yield 70.8%. RXN SMILES: [CH:1]([NH:3][CH2:4][C:5]([C:16]1[CH:21]=[CH:20][CH:19]=[CH:18][CH:17]=1)([C:10]1[CH:15]=[CH:14][CH:13]=[CH:12][CH:11]=1)[CH2:6][CH2:7][CH2:8]I)=[O:2].[C:22]1(=[O:32])[NH:26][C:25](=[O:27])[C:24]2=[CH:28][CH:29]=[CH:30][CH:31]=[C:23]12.[K]>CN(C=O)C>[CH:1]([NH:3][CH2:4][C:5]([C:16]1[CH:21]=[CH:20][CH:19]=[CH:18][CH:17]=1)([C:10]1[CH:15]=[CH:14][CH:13]=[CH:12][CH:11]=1)[CH2:6][CH2:7][CH2:8][N:26]1[C:25](=[O:27])[C:24]2=[CH:28][CH:29]=[CH:30][CH:31]=[C:23]2[C:22]1=[O:32])=[O:2] |f:1.2,^1:32|. Procedure: A mixture of 5-formylamino-1-iodo-4,4-diphenylpentane (7 g) and potassium phthalimide (3.63 g) was stirred in DMF (40 ml) at room temperature for 3 hours. The reaction mixture was poured in ice-water and the syrup which separated out was extracted with ethyl acetate. The extract was washed with water, dried over anhydrous sodium sulfate and concentrated to dryness. The residue was washed with isopropyl ether to provide the title compound (5.2 g) as colorless powder. Reactants: C(C)OC(=O)ON=C(N)C1=CC=CC=C1 (N′-[(ethoxycarbonyl)oxy]benzenecarboximidamide), [OH-].[Na+] (sodium hydroxide), Cl (hydrochloric acid). The solvent is O (water), C(C)O (ethanol). Yields the product C1(=CC=CC=C1)C1=NOC(N1)=O (3-Phenyl-1,2,4-oxadiazol-5(4H)-one). The yield is 53.3%. Reaction SMILES: C([O:3][C:4]([O:6][N:7]=[C:8]([C:10]1[CH:15]=[CH:14][CH:13]=[CH:12][CH:11]=1)[NH2:9])=O)C.[OH-].[Na+].Cl>O.C(O)C>[C:10]1([C:8]2[NH:9][C:4](=[O:3])[O:6][N:7]=2)[CH:15]=[CH:14][CH:13]=[CH:12][CH:11]=1 |f:1.2|. Reported procedure: A solution of N′-[(ethoxycarbonyl)oxy]benzenecarboximidamide (17.0 g, 81.6 mmol) and sodium hydroxide (6.28 g, 157 mmol) in water (380 ml) and ethanol (95 ml) was stirred at room temperature for 3 hours. Thereto 1 N hydrochloric acid (157 ml) was added, and a precipitated solid was collected by filtration and washed with water to give 7.05 g (53.4%) of the desired product. Reactants: ClC=1C=C(C=C(C1)Cl)SC1=C(N=C(N1CC1=CC=NC=C1)CO)C(C)C (5-(3,5-Dichlorophenylthio)-4-isoproyl-1-(4-pyridylmethyl)-2-hydroxymethyl-1H-imidazole), C(N)([O-])=O (carbamate), C(CCCCCCCCCCCCCCCCC)(=O)N=C=O (stearoyl isocyanate). Yields the product C(CCCCCCCCCCCCCCCCC)(=O)NC(OCC=1N(C(=C(N1)C(C)C)SC1=CC(=CC(=C1)Cl)Cl)CC1=CC=NC=C1)=O (5-(3,5-Dichlorophenylthio)-4-isopropyl-1-(4-pyridylmethyl)- 1H-imidazol-2-ylmethyl stearoylcarbamate). Yield: 42.0%. RXN SMILES: [Cl:1][C:2]1[CH:3]=[C:4]([S:9][C:10]2[N:14]([CH2:15][C:16]3[CH:21]=[CH:20][N:19]=[CH:18][CH:17]=3)[C:13]([CH2:22][OH:23])=[N:12][C:11]=2[CH:24]([CH3:26])[CH3:25])[CH:5]=[C:6]([Cl:8])[CH:7]=1.C(=O)([O-])N.[C:31]([N:50]=[C:51]=[O:52])(=[O:49])[CH2:32][CH2:33][CH2:34][CH2:35][CH2:36][CH2:37][CH2:38][CH2:39][CH2:40][CH2:41][CH2:42][CH2:43][CH2:44][CH2:45][CH2:46][CH2:47][CH3:48]>>[C:31]([NH:50][C:51](=[O:52])[O:23][CH2:22][C:13]1[N:14]([CH2:15][C:16]2[CH:21]=[CH:20][N:19]=[CH:18][CH:17]=2)[C:10]([S:9][C:4]2[CH:3]=[C:2]([Cl:1])[CH:7]=[C:6]([Cl:8])[CH:5]=2)=[C:11]([CH:24]([CH3:26])[CH3:25])[N:12]=1)(=[O:49])[CH2:32][CH2:33][CH2:34][CH2:35][CH2:36][CH2:37][CH2:38][CH2:39][CH2:40][CH2:41][CH2:42][CH2:43][CH2:44][CH2:45][CH2:46][CH2:47][CH3:48]. Procedure details: The compound 89 (245 mg, 0.6 mmol) was converted to the carbamate with stearoyl isocyanate (5 eq.) in the same manner as the example 66 to give the compound 96 (179 mg, 42%). Mp. 73-77° C. Rf 0.46 (EtOAc).